From a dataset of the Open Reaction Database (ORD), a public repository of structured organic reaction records. describe an organic reaction: reactants, conditions, products, and yield Yield: 45.4%. Conditions: temperature 100 celsius. Starting materials: O=C(/C=C/C(=O)O)C=1C(=NN2C1C=CC=C2)C2=CC=CC=C2 (4-oxo-4-(2-phenylpyrazolo[1,5-a]pyridin-3-yl)crotonic acid). The reagents and catalysts are [Zn] (zinc). The product is O=C(CCC(=O)O)C=1C(=NN2C1C=CC=C2)C2=CC=CC=C2 (4-oxo-4-(2-phenylpyrazolo[1,5-a]pyridine-3-yl)butyric acid). Procedure: A mixture of 4-oxo-4-(2-phenylpyrazolo[1,5-a]pyridin-3-yl)crotonic acid (3.61 g), zinc powder (5.0 g) and acetic acid (50 ml) was heated at 100° C. for 1.5 hours. The zinc powder was filtered off and washed with acetic acid. The filtrate and washings were combined and evaporated in vacuo. To the residue a saturated aqueous solution of sodium hydrogen carbonate (50 ml) was added and extracted with ethyl acetate (50 ml×2). The combined extracts were washed with a saturated aqueous solution of sodi... As a reaction SMILES: [O:1]=[C:2]([C:8]1[C:9]([C:17]2[CH:22]=[CH:21][CH:20]=[CH:19][CH:18]=2)=[N:10][N:11]2[CH:16]=[CH:15][CH:14]=[CH:13][C:12]=12)/[CH:3]=[CH:4]/[C:5]([OH:7])=[O:6]>[Zn].C(O)(=O)C>[O:1]=[C:2]([C:8]1[C:9]([C:17]2[CH:22]=[CH:21][CH:20]=[CH:19][CH:18]=2)=[N:10][N:11]2[CH:16]=[CH:15][CH:14]=[CH:13][C:12]=12)[CH2:3][CH2:4][C:5]([OH:7])=[O:6]. Solvent: C(C)(=O)O (acetic acid). Reactants: CCI, CC(C)=O, Cc1nc(C#Cc2cccc(Cl)c2)cn1-c1cc[nH]c(=O)c1. Yields the product CCn1ccc(-n2cc(C#Cc3cccc(Cl)c3)nc2C)cc1=O. RXN SMILES: [CH2:23]([CH3:24])[I:25].[CH3:26][C:27](=[O:28])[CH3:29].[Cl:1][c:2]1[cH:3][c:4]([C:8]#[C:9][c:10]2[n:11][c:12]([CH3:22])[n:13](-[c:15]3[cH:16][c:17](=[O:21])[nH:18][cH:19][cH:20]3)[cH:14]2)[cH:5][cH:6][cH:7]1>>[Cl:1][c:2]1[cH:3][c:4]([C:8]#[C:9][c:10]2[n:11][c:12]([CH3:22])[n:13](-[c:15]3[cH:16][c:17](=[O:21])[n:18]([CH2:23][CH3:24])[cH:19][cH:20]3)[cH:14]2)[cH:5][cH:6][cH:7]1. Starting materials: COC(=O)C=1C=C(COC=2C=C(C=C(C(=O)OC)C2)C(=O)OC)C=CC1 (dimethyl 5-[3-(methoxycarbonyl)benzyloxy]isophthalate), [OH-].[K+] (KOH). Solvent: CCO (EtOH). Reaction conditions: time 8 hour. Yields the product C(=O)(O)C=1C=C(COC=2C=C(C=C(C(=O)O)C2)C(=O)O)C=CC1 (5-[3-(Carboxy)benzyloxy]isophthalic acid). As a reaction SMILES: C[O:2][C:3]([C:5]1[CH:6]=[C:7]([CH:24]=[CH:25][CH:26]=1)[CH2:8][O:9][C:10]1[CH:11]=[C:12]([C:20]([O:22]C)=[O:21])[CH:13]=[C:14]([CH:19]=1)[C:15]([O:17]C)=[O:16])=[O:4].[OH-].[K+]>CCO>[C:3]([C:5]1[CH:6]=[C:7]([CH:24]=[CH:25][CH:26]=1)[CH2:8][O:9][C:10]1[CH:11]=[C:12]([C:20]([OH:22])=[O:21])[CH:13]=[C:14]([CH:19]=1)[C:15]([OH:17])=[O:16])([OH:4])=[O:2] |f:1.2|. Procedure details: A suspension of dimethyl 5-[3-(methoxycarbonyl)benzyloxy]isophthalate (6.36 g, 16.5 mmol) in the mixture of KOH (15% aq., 45 mL) and EtOH (100 mL) was refluxed for 0.5 h, then cooled to room temperature and stirred overnight. The formed solution was extracted with dichloromethane (50 mL). The aqueous layer was separated, acidified with HCl conc. (to pH 2), and bulky precipitate formed was filtered and air-dried. White microcrystals; yield 4.71 g (97%). The reactants are BrC1=CC=C(C=O)C=C1 (4-Bromobenzaldehyde), [Cl-].[NH4+] (ammonium chloride), C(C)(=O)OCC (Ethyl acetate), C(C)(C)[N-]C(C)C.[Li+].C1CCCCC1 (lithium diisopropylamide cyclohexane). Solvent: O1CCCC1 (tetrahydrofuran), O1CCCC1 (tetrahydrofuran). Reaction conditions: time 15 minute. Product: BrC1=CC=C(C=C1)C(CC(=O)OCC)O (Ethyl 3-(4-Bromophenyl)-3-hydroxypropionate). The yield is 80.0%. As a reaction SMILES: [C:1]([O:4][CH2:5][CH3:6])(=[O:3])[CH3:2].C([N-]C(C)C)(C)C.[Li+].C1CCCCC1.[Br:21][C:22]1[CH:29]=[CH:28][C:25]([CH:26]=[O:27])=[CH:24][CH:23]=1.[Cl-].[NH4+]>O1CCCC1>[Br:21][C:22]1[CH:29]=[CH:28][C:25]([CH:26]([OH:27])[CH2:2][C:1]([O:4][CH2:5][CH3:6])=[O:3])=[CH:24][CH:23]=1 |f:1.2.3,5.6|. Reported procedure: Ethyl acetate (5.8 ml) was dissolved in tetrahydrofuran (80 ml), to which was then added 1.5M lithium diisopropylamide/cyclohexane solution (43 ml) in nitrogen atmosphere at −70° C., and then the mixture was stirred for 15 min. 4-Bromobenzaldehyde (10.151 g)/tetrahydrofuran (10 ml) solution was added to the reaction mixture, which was then stirred for 30 min. A saturated aqueous solution of ammonium chloride was added thereto, and then it was extracted with in ethyl acetate. The resulting organi... As a reaction SMILES: [OH:1][C@@H:2]1[C@H:8]2[C@H:9]3[C@H:18]([CH2:19][CH2:20][C@:5]2([CH2:6][CH3:7])[C:4](=[O:22])[CH2:3]1)[C@@H:17]1[C:12](=[CH:13][C:14](=[O:21])[CH2:15][CH2:16]1)[CH2:11][CH2:10]3.[C:23](Cl)(=[O:30])[C:24]1[CH:29]=[CH:28][CH:27]=[CH:26][CH:25]=1.O>N1C=CC=CC=1>[C:23]([O:1][C@@H:2]1[C@H:8]2[C@H:9]3[C@H:18]([CH2:19][CH2:20][C@:5]2([CH2:6][CH3:7])[C:4](=[O:22])[CH2:3]1)[C@@H:17]1[C:12](=[CH:13][C:14](=[O:21])[CH2:15][CH2:16]1)[CH2:11][CH2:10]3)(=[O:30])[C:24]1[CH:29]=[CH:28][CH:27]=[CH:26][CH:25]=1. Procedure details: A solution of 102 g of 15α-hydroxy-18-methyl-4-estrene-3,17-dione in 500 ml of pyridine is combined under ice cooling with 50.9 ml of benzoyl chloride and stirred for one hour under cooling. Then 9 ml of water is added dropwise and the mixture is stirred for another hour. The reaction solution is then stirred into ice water, the thus-formed precipitate is suctioned off, washed with water, and dried, thus obtaining 146 g of crude 15α-benzoyloxy-18-methyl-4-estrene-3,17-dione. The reactants are O[C@H]1CC([C@]2(CC)[C@@H]1[C@@H]1CCC3=CC(CC[C@@H]3[C@H]1CC2)=O)=O (15α-hydroxy-18-methyl-4-estrene-3,17-dione), ice water, C(C1=CC=CC=C1)(=O)Cl (benzoyl chloride), O (water). Product: C(C1=CC=CC=C1)(=O)O[C@H]1CC([C@]2(CC)[C@@H]1[C@@H]1CCC3=CC(CC[C@@H]3[C@H]1CC2)=O)=O (15α-benzoyloxy-18-methyl-4-estrene-3,17-dione). Run at time 1 hour. Solvent: N1=CC=CC=C1 (pyridine). Reactants: C(C)C1=CN=C(O1)CCNC(=O)NC=1SC(=C(N1)C)C1=CC(=C(C=C1)S(=O)(=O)C)F (1-[2-(5-Ethyl-oxazol-2-yl)-ethyl]-3-[5-(3-fluoro-4-methanesulfonyl-phenyl)-4-methyl-thiazol-2-yl]-urea), Cl.C(C)C1=CN=C(O1)CCN (2-(5-ethyl-oxazol-2-yl)-ethylamine hydrochloride), NCC(CC)O (1-amino-2-butanol), C(C)C1=CN=C(O1)CCN (2-(5-Ethyl-oxazol-2-yl)-ethylamine), CC1=CN=C(O1)CCN (2-(5-methyl-oxazol-2-yl)ethylamine), NCC(C)O (1-amino-2-propanol). The product is FC=1C=C(C=CC1S(=O)(=O)C)C1=C(N=C(S1)NC(=O)NCCC=1OC(=CN1)C)C (1-[5-(3-Fluoro-4-methanesulfonyl-phenyl)-4-methyl-thiazol-2-yl]-3-[2-(5-methyl-oxazol-2-yl)-ethyl]-urea). Reaction SMILES: [CH2:1]([C:3]1[O:7][C:6]([CH2:8][CH2:9][NH:10][C:11]([NH:13][C:14]2[S:15][C:16]([C:20]3[CH:25]=[CH:24][C:23]([S:26]([CH3:29])(=[O:28])=[O:27])=[C:22]([F:30])[CH:21]=3)=[C:17]([CH3:19])[N:18]=2)=[O:12])=[N:5][CH:4]=1)C.C(C1OC(CCN)=NC=1)C.CC1OC(CCN)=NC=1.Cl.C(C1OC(CCN)=NC=1)C.NCC(O)CC.NCC(O)C>>[F:30][C:22]1[CH:21]=[C:20]([C:16]2[S:15][C:14]([NH:13][C:11]([NH:10][CH2:9][CH2:8][C:6]3[O:7][C:3]([CH3:1])=[CH:4][N:5]=3)=[O:12])=[N:18][C:17]=2[CH3:19])[CH:25]=[CH:24][C:23]=1[S:26]([CH3:29])(=[O:27])=[O:28] |f:3.4|. Procedure: The title compound is prepared by the same procedure as 1-[2-(5-ethyl-oxazol-2-yl)-ethyl]-3-[5-(3-fluoro-4-methanesulfonyl-phenyl)-4-methyl-thiazol-2-yl]-urea (Example 178) by replacing 2-(5-ethyl-oxazol-2-yl)-ethylamine hydrochloride (step 4) with the hydrochloride salt of 2-(5-methyl-oxazol-2-yl)ethylamine. This is prepared by the same procedure as 2-(5-ethyl-oxazol-2-yl)-ethylamine hydrochloride (step 4) by replacing 1-amino-2-butanol (step 1) with 1-amino-2-propanol.